Dataset: the Open Reaction Database (ORD), a public repository of structured organic reaction records. Task: describe an organic reaction: reactants, conditions, products, and yield Starting materials: COC(=O)C1CC(NC2CCC(C)(C)CC2)CN1C(=O)OC(C)(C)C, CC(=O)OC(C)=O, c1ccncc1. Yields the product COC(=O)C1CC(N(C(C)=O)C2CCC(C)(C)CC2)CN1C(=O)OC(C)(C)C. As a reaction SMILES: [CH3:1][O:2][C:3](=[O:4])[CH:5]1[N:6]([C:19](=[O:20])[O:21][C:22]([CH3:23])([CH3:24])[CH3:25])[CH2:7][CH:8]([NH:10][CH:11]2[CH2:12][CH2:13][C:14]([CH3:17])([CH3:18])[CH2:15][CH2:16]2)[CH2:9]1.[CH3:26][C:27](=[O:28])[O:29][C:30]([CH3:31])=[O:32].[cH:33]1[cH:34][cH:35][n:36][cH:37][cH:38]1>>[CH3:1][O:2][C:3](=[O:4])[CH:5]1[N:6]([C:19](=[O:20])[O:21][C:22]([CH3:23])([CH3:24])[CH3:25])[CH2:7][CH:8]([N:10]([CH:11]2[CH2:12][CH2:13][C:14]([CH3:17])([CH3:18])[CH2:15][CH2:16]2)[C:27]([CH3:26])=[O:28])[CH2:9]1.